Dataset: the Open Reaction Database (ORD), a public repository of structured organic reaction records. Task: describe an organic reaction: reactants, conditions, products, and yield Starting materials: NC1=C(C(=NN1C1=C(C=C(C=C1Cl)C(F)(F)F)Cl)C(F)(F)F)C#C[Si](C)(C)C (5-amino-1-(2,6-dichloro-4-trifluoromethylphenyl)-3-trifluoromethyl4-trimethylsilylethynylpyrazole), C(C)(C)(C)ON=O (t-butylnitrite). Solvent: O1CCCC1 (tetrahydrofuran), O1CCCC1 (tetrahydrofuran). Reaction conditions: time 2 hour. The product is ClC1=C(C(=CC(=C1)C(F)(F)F)Cl)N1N=C(C(=C1)C#C[Si](C)(C)C)C(F)(F)F (1-(2,6-Dichloro-4-trifluoromethylphenyl)-3-trifluoromethyl-4-trimethylsilylethynylpyrazole). As a reaction SMILES: N[C:2]1[N:6]([C:7]2[C:12]([Cl:13])=[CH:11][C:10]([C:14]([F:17])([F:16])[F:15])=[CH:9][C:8]=2[Cl:18])[N:5]=[C:4]([C:19]([F:22])([F:21])[F:20])[C:3]=1[C:23]#[C:24][Si:25]([CH3:28])([CH3:27])[CH3:26].C(ON=O)(C)(C)C>O1CCCC1>[Cl:18][C:8]1[CH:9]=[C:10]([C:14]([F:17])([F:16])[F:15])[CH:11]=[C:12]([Cl:13])[C:7]=1[N:6]1[CH:2]=[C:3]([C:23]#[C:24][Si:25]([CH3:26])([CH3:27])[CH3:28])[C:4]([C:19]([F:22])([F:21])[F:20])=[N:5]1. Procedure: To a stirred solution of 5-amino-1-(2,6-dichloro-4-trifluoromethylphenyl)-3-trifluoromethyl4-trimethylsilylethynylpyrazole (6.39 g) in tetrahydrofuran (50 ml) at 65° C. was added dropwise over one hour t-butylnitrite (7.15 g) in tetrahydrofuran (10 ml). Heating was continued for 2 hours then the mitue was left at room temperature overnight. After evaporation the residue was taken up in hexane and decanted free from insoluble materials. The solution was evaporated and the residue purified by colu... Reactants: COC=1C=C(CN(C(OC(C)(C)C)=O)C[C@H]([C@H](CC2=CC(=CC(=C2)F)F)NC(C2=CC(=CC(=C2)NC(C2=CC=CC=C2)=O)C(C)=O)=O)O)C=CC1 (tert-Butyl 3-methoxybenzyl((2R,3S)-3-(3-acetyl-5-(benzamido)benzamido)-4-(3,5-difluorophenyl)-2-hydroxybutyl)carbamate), [BH4-].[Na+] (sodium borohydride). Run in CO (MeOH). Run at time 2 hour. Product: COC=1C=C(CN(C(OC(C)(C)C)=O)C[C@H]([C@H](CC2=CC(=CC(=C2)F)F)NC(C2=CC(=CC(=C2)C(C)O)NC(C2=CC=CC=C2)=O)=O)O)C=CC1 (tert-butyl 3-methoxybenzyl((2R,3S)-3-(3-(benzamido)-5-(1-hydroxyethyl)benzamido)-4-(3,5-difluorophenyl)-2-hydroxybutyl)carbamate). Isolated yield 75.6%. RXN SMILES: [CH3:1][O:2][C:3]1[CH:4]=[C:5]([CH:49]=[CH:50][CH:51]=1)[CH2:6][N:7]([CH2:15][C@@H:16]([OH:48])[C@@H:17]([NH:27][C:28](=[O:47])[C:29]1[CH:34]=[C:33]([NH:35][C:36](=[O:43])[C:37]2[CH:42]=[CH:41][CH:40]=[CH:39][CH:38]=2)[CH:32]=[C:31]([C:44](=[O:46])[CH3:45])[CH:30]=1)[CH2:18][C:19]1[CH:24]=[C:23]([F:25])[CH:22]=[C:21]([F:26])[CH:20]=1)[C:8](=[O:14])[O:9][C:10]([CH3:13])([CH3:12])[CH3:11].[BH4-].[Na+]>CO>[CH3:1][O:2][C:3]1[CH:4]=[C:5]([CH:49]=[CH:50][CH:51]=1)[CH2:6][N:7]([CH2:15][C@@H:16]([OH:48])[C@@H:17]([NH:27][C:28](=[O:47])[C:29]1[CH:30]=[C:31]([CH:44]([OH:46])[CH3:45])[CH:32]=[C:33]([NH:35][C:36](=[O:43])[C:37]2[CH:38]=[CH:39][CH:40]=[CH:41][CH:42]=2)[CH:34]=1)[CH2:18][C:19]1[CH:20]=[C:21]([F:26])[CH:22]=[C:23]([F:25])[CH:24]=1)[C:8](=[O:14])[O:9][C:10]([CH3:11])([CH3:12])[CH3:13] |f:1.2|. Procedure details: tert-Butyl 3-methoxybenzyl((2R,3S)-3-(3-acetyl-5-(benzamido)benzamido)-4-(3,5-difluorophenyl)-2-hydroxybutyl)carbamate (20 mg, 0.0282 mmol) was dissolved in MeOH (0.2 mL) and sodium borohydride (1.43 mg, 0.0378 mmol) was added. The reaction mixture was stirred at room temperature for 2 h. The mixture was concentrated and partitioned between ethyl acetate and H2O. The organic layer was separated and purified by reverse phase prep HPLC to give the title compound (15 mg): 1H NMR (CD3OD, 500 MHz) δ ... The reactants are CC1(OC[C@@H](O1)CONC(=O)C1=C(C2=C(C=NS2)C=C1)NC1=C(C=C(C=C1)Br)F)C (7-(4-bromo-2-fluoro-phenylamino)-benzo[d]isothiazole-6-carboxylic acid ((R)-2,2-dimethyl-[1,3]dioxolan-4-ylmethoxy)-amide), aqueous solution, Cl (hydrochloric acid). The solvent is CO (MeOH). Run at time 2 hour. The product is O[C@@H](CONC(=O)C1=C(C2=C(C=NS2)C=C1)NC1=C(C=C(C=C1)Br)F)CO (7-(4-Bromo-2-fluoro-phenylamino)-benzo[d]isothiazole-6-carboxylic acid ((R)-2,3-dihydroxy-propoxy)-amide). Yield: 70.7%. RXN SMILES: CC1(C)[O:6][C@@H:5]([CH2:7][O:8][NH:9][C:10]([C:12]2[CH:20]=[CH:19][C:15]3[CH:16]=[N:17][S:18][C:14]=3[C:13]=2[NH:21][C:22]2[CH:27]=[CH:26][C:25]([Br:28])=[CH:24][C:23]=2[F:29])=[O:11])[CH2:4][O:3]1.Cl>CO>[OH:6][C@H:5]([CH2:4][OH:3])[CH2:7][O:8][NH:9][C:10]([C:12]1[CH:20]=[CH:19][C:15]2[CH:16]=[N:17][S:18][C:14]=2[C:13]=1[NH:21][C:22]1[CH:27]=[CH:26][C:25]([Br:28])=[CH:24][C:23]=1[F:29])=[O:11]. Reported procedure: To a solution of 7-(4-bromo-2-fluoro-phenylamino)-benzo[d]isothiazole-6-carboxylic acid ((R)-2,2-dimethyl-[1,3]dioxolan-4-ylmethoxy)-amide (370 mg, 0.75 mmol) in MeOH (4 mL) was added a 1.0M aqueous solution of hydrochloric acid (1.50 mL). The reaction mixture was stirred at room temperature for 2 hours before being concentrated in vacuo. The resultant residue was taken up in ethyl acetate, washed with a saturated aqueous solution of sodium hydrogen carbonate then brine, dried (Na2SO4), filtered... Reactants: NC1=NC(=CC(=N1)CC1=CC=C(C=C1)OCC1=CC=CC=C1)C1CCN(CC1)C(C1=CC2=C(C=C1)OCO2)=O (2-Amino-4-(4-benzyloxyphenylmethyl)-6-[1-(3,4-methylenedioxybenzoyl)-4-piperidinyl]pyrimidine). Reagents/catalysts: [Pd] (palladium on carbon). Run in C(C)(=O)O (acetic acid). The product is NC1=NC(=CC(=N1)CC1=CC=C(C=C1)O)C1CCN(CC1)C(C1=CC2=C(C=C1)OCO2)=O (2-amino-4-(4-hydroxyphenylmethyl)-6-[1-(3,4-methylenedioxybenzoyl)-4-piperidinyl] pyrimidine). Isolated yield 54.3%. As a reaction SMILES: [NH2:1][C:2]1[N:7]=[C:6]([CH2:8][C:9]2[CH:14]=[CH:13][C:12]([O:15]CC3C=CC=CC=3)=[CH:11][CH:10]=2)[CH:5]=[C:4]([CH:23]2[CH2:28][CH2:27][N:26]([C:29](=[O:39])[C:30]3[CH:35]=[CH:34][C:33]4[O:36][CH2:37][O:38][C:32]=4[CH:31]=3)[CH2:25][CH2:24]2)[N:3]=1>C(O)(=O)C.[Pd]>[NH2:1][C:2]1[N:7]=[C:6]([CH2:8][C:9]2[CH:10]=[CH:11][C:12]([OH:15])=[CH:13][CH:14]=2)[CH:5]=[C:4]([CH:23]2[CH2:28][CH2:27][N:26]([C:29](=[O:39])[C:30]3[CH:35]=[CH:34][C:33]4[O:36][CH2:37][O:38][C:32]=4[CH:31]=3)[CH2:25][CH2:24]2)[N:3]=1. Reported procedure: 2-Amino-4-(4-benzyloxyphenylmethyl)-6-[1-(3,4-methylenedioxybenzoyl)-4-piperidinyl]pyrimidine (570 mg, 1.09 mmol) was dissolved in acetic acid (5 ml) and hydrogenated under 1 atm in the presence of 10% palladium on carbon (360 mg) for about 3.5 hours. The catalyst was filtered off. The filtrate was poured into aqueous sodium hydrogen carbonate and extracted with chloroform. The organic layer was concentrated in vacuo and the residue was purified by column chromatography (chloroform:methanol=97:3... Product: O=C(O)c1ccc(C(=O)NCCNc2nsc3ccccc23)nc1. RXN SMILES: [Li+:28].[O:29]1[CH2:30][CH2:31][CH2:32][CH2:33]1.[OH-:27].[OH2:26].[OH2:34].[s:1]1[n:2][c:3]([NH:10][CH2:11][CH2:12][NH:13][C:14](=[O:15])[c:16]2[n:17][cH:18][c:19]([C:20](=[O:21])[O:22][CH3:23])[cH:24][cH:25]2)[c:4]2[c:5]1[cH:6][cH:7][cH:8][cH:9]2>>[s:1]1[n:2][c:3]([NH:10][CH2:11][CH2:12][NH:13][C:14](=[O:15])[c:16]2[n:17][cH:18][c:19]([C:20](=[O:21])[OH:22])[cH:24][cH:25]2)[c:4]2[c:5]1[cH:6][cH:7][cH:8][cH:9]2. Starting materials: [Li+], C1CCOC1, [OH-], O, O, COC(=O)c1ccc(C(=O)NCCNc2nsc3ccccc23)nc1. Starting materials: NC1=CC=C(C=C1)S(=O)(=O)NC1=CC(=NC(=C1)C)Br (4-amino-N-(2-bromo-6-methyl-pyridin-4-yl)-benzenesulfonamide), BrC1=NC(=CC(=C1)NS(=O)(=O)C1=CC=C(C=C1)NC(C)=O)C (N-[4-(2-bromo-6-methyl-pyridin-4-ylsulfamoyl)-phenyl]-acetamide). Solvent: CN (methylamine), C(C)O (ethanol). Product: NC1=CC=C(C=C1)S(=O)(=O)NC1=CC(=NC(=C1)NC)C (4-amino-N-(2-methyl-6-methylamino-pyridin-4-yl)-benzenesulfonamide). Yield: 48.0%. RXN SMILES: [NH2:1][C:2]1[CH:7]=[CH:6][C:5]([S:8]([NH:11][C:12]2[CH:17]=[C:16]([CH3:18])[N:15]=[C:14](Br)[CH:13]=2)(=[O:10])=[O:9])=[CH:4][CH:3]=1.Br[C:21]1C=C(NS(C2C=CC(NC(=O)C)=CC=2)(=O)=O)C=C(C)[N:22]=1>CN.C(O)C>[NH2:1][C:2]1[CH:7]=[CH:6][C:5]([S:8]([NH:11][C:12]2[CH:13]=[C:14]([NH:22][CH3:21])[N:15]=[C:16]([CH3:18])[CH:17]=2)(=[O:10])=[O:9])=[CH:4][CH:3]=1. Reported procedure: 0.94 g (0.00275 mol) of 4-amino-N-(2-bromo-6-methyl-pyridin-4-yl)-benzenesulfonamide was stirred in 50 ml of 8M methylamine in ethanol in an autoclave at 135° C. for 40 hours. The methylamine was allowed to evaporate, the residue was dissolved in ethanol, treated with 2 g of silica gel, concentrated and the residue was chromatographed on silica gel, firstly with ethyl acetate/hexane 1:1, then 9:1. There was obtained 0.39 g (48%) of 4-amino-N-(2-methyl-6-methylamino-pyridin-4-yl)-benzenesulfonami... Starting materials: [Li]CCCC (nBuLi), solution, II (I2), CC1=CC=C(S1)C=1N=CN(C1)C(C1=CC=CC=C1)(C1=CC=CC=C1)C1=CC=CC=C1 (4-(5-methylthiophen-2-yl)-1-trityl-1H-imidazole), [NH4+].[Cl-] (NH4Cl). The solvent is hexanes, C1CCOC1 (THF). Run at temperature -50 celsius, time 8 hour. Yields the product IC=1N(C=C(N1)C=1SC(=CC1)C)C(C1=CC=CC=C1)(C1=CC=CC=C1)C1=CC=CC=C1 (2-Iodo-4-(5-methylthiophen-2-yl)-1-trityl-1H-imidazole). The yield is 59.6%. RXN SMILES: [CH3:1][C:2]1[S:6][C:5]([C:7]2[N:8]=[CH:9][N:10]([C:12]([C:25]3[CH:30]=[CH:29][CH:28]=[CH:27][CH:26]=3)([C:19]3[CH:24]=[CH:23][CH:22]=[CH:21][CH:20]=3)[C:13]3[CH:18]=[CH:17][CH:16]=[CH:15][CH:14]=3)[CH:11]=2)=[CH:4][CH:3]=1.[Li]CCCC.[I:36]I.[NH4+].[Cl-]>C1COCC1>[I:36][C:9]1[N:10]([C:12]([C:25]2[CH:30]=[CH:29][CH:28]=[CH:27][CH:26]=2)([C:19]2[CH:20]=[CH:21][CH:22]=[CH:23][CH:24]=2)[C:13]2[CH:18]=[CH:17][CH:16]=[CH:15][CH:14]=2)[CH:11]=[C:7]([C:5]2[S:6][C:2]([CH3:1])=[CH:3][CH:4]=2)[N:8]=1 |f:3.4|. Procedure: A mixture of 4-(5-methylthiophen-2-yl)-1-trityl-1H-imidazole (2.20 g, 5.42 mmol) in THF (100 mL) was cooled to −78° C. nBuLi mL of a 1.6 M solution in hexanes, 6.2 mmol) was added dropwise (˜2 min) and the pale yellow solution was allowed to warm to −50° C. (over ˜1 h) and then re-cooled to −78° C. I2 (2.74 g, 10.4 mmol) was added and the mixture was allowed to warm to room temperature (over ˜4 h) and stirred overnight. Saturated aqueous NH4Cl (2 mL) was added and the mixture was concentrated to... Reactants: [N+](=O)([O-])C1=NNC=C1 (3-nitro-1H-pyrazole), [H-].[Na+] (sodium hydride), oil, BrC(CC)O (bromopropanol). Run in CN(C=O)C (N,N-dimethylformamide). Product: [N+](=O)([O-])C1=NN(C=C1)CCCO (3-(3-nitro-pyrazol-1-yl)-propan-1-ol). Yield: 47.5%. As a reaction SMILES: [N+:1]([C:4]1[CH:8]=[CH:7][NH:6][N:5]=1)([O-:3])=[O:2].[H-].[Na+].Br[CH:12]([OH:15])[CH2:13][CH3:14]>CN(C)C=O>[N+:1]([C:4]1[CH:8]=[CH:7][N:6]([CH2:14][CH2:13][CH2:12][OH:15])[N:5]=1)([O-:3])=[O:2] |f:1.2|. Procedure details: To a solution of 3-nitro-1H-pyrazole (prepared in example 3, 200 mg, 1.77 mmol) in anhydrous N,N-dimethylformamide (2 mL), a 60% dispersion of sodium hydride in mineral oil (92 mg, 2.30 mmol) was added while stirring under nitrogen. After the effervescence ceased and the mixture was stirred for an additional 30 min, bromopropanol (208 μL, 2.30 mmol) was added. The mixture was continued to stir under nitrogen for an additional 2 h. The solvent was removed in vacuo and purification by ISCO flash c...